Task: describe an organic reaction: reactants, conditions, products, and yield. Dataset: the Open Reaction Database (ORD), a public repository of structured organic reaction records The reactants are COC1=C(C=O)C=CC(=C1)OC (2,4-dimethoxybenzaldehyde), C(C)(=O)C=1C(CCCC1O)=O (2-acetyl-3-hydroxy-cyclohex-2-enone), C(C)(=O)C=1C(OC(=CC1O)C)=O (3-acetyl-4-hydroxy-6-methyl-pyran-2-one). Yields the product OC1=C(C(CCC1)=O)C(\C=C\C1=C(C(=C(C=C1)OC)OC)OC)=O (3-hydroxy-2-[(E)-3-(2,3,4-trimethoxy-phenyl)-acryloyl]-cyclohex-2-enone). Reaction SMILES: [CH3:1][O:2][C:3]1[CH:10]=[C:9]([O:11][CH3:12])[CH:8]=[CH:7][C:4]=1[CH:5]=O.[C:13]([C:16]1[C:17](=[O:23])[CH2:18][CH2:19][CH2:20][C:21]=1[OH:22])(=[O:15])[CH3:14].[C:24](C1C(=O)OC(C)=CC=1O)(=[O:26])C>>[OH:23][C:17]1[CH2:18][CH2:19][CH2:20][C:21](=[O:22])[C:16]=1[C:13](=[O:15])/[CH:14]=[CH:5]/[C:4]1[CH:7]=[CH:8][C:9]([O:11][CH3:12])=[C:10]([O:26][CH3:24])[C:3]=1[O:2][CH3:1]. Reported procedure: Proceeding as in Reference 5, Step 5.1, but substituting 2,3,4-trimethoxy-benzaldehyde for 2,4-dimethoxybenzaldehyde and 2-acetyl-3-hydroxy-cyclohex-2-enone for 3-acetyl-4-hydroxy-6-methyl-pyran-2-one, provided 3-hydroxy-2-[(E)-3-(2,3,4-trimethoxy-phenyl)-acryloyl]-cyclohex-2-enone. Starting materials: O=C=Nc1cccc(Cl)c1, CN1CCCC1=N, [Na+], [OH-], c1ccccc1. The product is CN1CCCC1=NC(=O)Nc1cccc(Cl)c1. Reaction SMILES: [Cl:10][c:11]1[cH:12][c:13]([N:17]=[C:18]=[O:19])[cH:14][cH:15][cH:16]1.[NH:1]=[C:2]1[N:3]([CH3:7])[CH2:4][CH2:5][CH2:6]1.[Na+:9].[OH-:8].[cH:20]1[cH:21][cH:22][cH:23][cH:24][cH:25]1>>[N:1](=[C:2]1[N:3]([CH3:7])[CH2:4][CH2:5][CH2:6]1)[C:18]([NH:17][c:13]1[cH:12][c:11]([Cl:10])[cH:16][cH:15][cH:14]1)=[O:19]. Starting materials: CSCCC(NC(=O)OC(C)(C)C)C(=O)O, C1CCNC1. Product: CSCCC(NC(=O)OC(C)(C)C)C(=O)N1CCCC1. Reaction SMILES: [C:1](=[O:2])([O:3][C:4]([CH3:5])([CH3:6])[CH3:7])[NH:8][CH:9]([CH2:10][CH2:11][S:12][CH3:13])[C:14](=[O:15])[OH:16].[CH2:17]1[CH2:18][CH2:19][NH:20][CH2:21]1>>[C:1](=[O:2])([O:3][C:4]([CH3:5])([CH3:6])[CH3:7])[NH:8][CH:9]([CH2:10][CH2:11][S:12][CH3:13])[C:14](=[O:16])[N:20]1[CH2:19][CH2:18][CH2:17][CH2:21]1. The reactants are COC=1C=C(C(NC2=C(C=CC=C2)C)=N)C=CC1 (3-methoxy-N-(o-tolyl)benzimidamide), ClCC=O (2-chloroacetaldehyde), C([O-])(O)=O.[Na+] (sodium bicarbonate). Run in CC(C)O (2-propanol). The product is COC=1C=C(C=CC1)C=1N(C=CN1)C1=C(C=CC=C1)C (2-(3-methoxyphenyl)-1-(o-tolyl)-1H-imidazole). Reaction SMILES: [CH3:1][O:2][C:3]1[CH:4]=[C:5]([CH:16]=[CH:17][CH:18]=1)[C:6](=[NH:15])[NH:7][C:8]1[CH:13]=[CH:12][CH:11]=[CH:10][C:9]=1[CH3:14].Cl[CH2:20][CH:21]=O.C(=O)(O)[O-].[Na+]>CC(O)C>[CH3:1][O:2][C:3]1[CH:4]=[C:5]([C:6]2[N:7]([C:8]3[CH:13]=[CH:12][CH:11]=[CH:10][C:9]=3[CH3:14])[CH:20]=[CH:21][N:15]=2)[CH:16]=[CH:17][CH:18]=1 |f:2.3|. Reported procedure: To a 500 mL round bottom flask was added 3-methoxy-N-(o-tolyl)benzimidamide (6 g, 24.97 mmol), 2-chloroacetaldehyde (6.34 ml, 49.9 mmol), sodium bicarbonate (4.20 g, 49.9 mmol), and 100 mL 2-propanol. The reaction mixture was heated to reflux under nitrogen. The reaction mixture was concentrated, water was added, and the mixture was extracted three times with ethyl acetate. The organic extracts were dried over magnesium sulfate, filtered, and evaporated. The residue was purified by column chroma... Reaction SMILES: [CH3:1][O:2][C:3]1[CH:4]=[C:5]([CH:9]2[CH2:14][CH2:13][CH2:12][CH2:11][C:10]2=O)[CH:6]=[CH:7][CH:8]=1.Cl.[NH2:17][OH:18].C([O-])(=O)C.[Na+].O>CCO>[CH3:1][O:2][C:3]1[CH:4]=[C:5]([CH:9]2[CH2:14][CH2:13][CH2:12][CH2:11][C:10]2=[N:17][OH:18])[CH:6]=[CH:7][CH:8]=1 |f:1.2,3.4|. Run in CCO (EtOH). The reactants are COC=1C=C(C=CC1)C1C(CCCC1)=O (2-(3-Methoxyphenyl)-cyclohexanone), O (H2O), Cl.NO (hydroxylamine hydrochloride), C(C)(=O)[O-].[Na+] (sodium acetate). Yields the product COC=1C=C(C=CC1)C1C(CCCC1)=NO (2-(3-methoxyphenyl)-cyclohexanone Oxime). Reported procedure: 2-(3-Methoxyphenyl)-cyclohexanone, as described in Step A above, (0.61 g, 3 mmol), hydroxylamine hydrochloride (0.40 g, 6 mmol) and sodium acetate (0.80, 6.2 mmol) were combined in EtOH (4 mL): H2O (2 mL) and heated at reflux for 3 h. The reaction mixture was concentrated, then partitioned between EtOAc (100 mL) and H2O (100 mL), the organic layer separated, washed with H2O, brine, and dried (MgSO4). Filtration and concentration to dryness gave the title compound. The reactants are ClC1=CC(=CC=C1)C(=O)OO (m-Chloroperbenzoic acid), COCOCC(=C)C(C)C (2-methoxymethoxymethyl-3-methyl-l-butene). Run in C(Cl)Cl (methylene chloride). Run at time 18 hour. Product: C(C)(C)C1(OC1)COCOC (2-isopropyl-2-methoxymethoxymethyloxirane). The yield is 99.5%. As a reaction SMILES: ClC1C=CC=C(C(OO)=[O:9])C=1.[CH3:12][O:13][CH2:14][O:15][CH2:16][C:17]([CH:19]([CH3:21])[CH3:20])=[CH2:18]>C(Cl)Cl>[CH:19]([C:17]1([CH2:16][O:15][CH2:14][O:13][CH3:12])[CH2:18][O:9]1)([CH3:21])[CH3:20]. Reported procedure: m-Chloroperbenzoic acid (213 g, 861 mmol) was gradually added to a solution of 2-methoxymethoxymethyl-3-methyl-l-butene (89 g, 615 mmol) in methylene chloride (800 ml) while cooling in an ice-bath, and the mixture was stirred at room temperature for 18 hours. The reaction mixture was washed with 10% potassium sulfide aqueous solution and sodium hydrogencarbonate aqueous solution, dried over sodium sulfate, and then concentrated under reduced pressure to afford 2-isopropyl-2-methoxymethoxymethylo... Reactants: Cc1cc(O)nc(C)c1Br, O=C([O-])O, CC#N, O=C(O)C(F)(F)S(=O)(=O)F, [Na+], [Na+], [Na+], O=S(=O)([O-])[O-]. As a reaction SMILES: [Br:1][c:2]1[c:3]([CH3:10])[cH:4][c:5]([OH:9])[n:6][c:7]1[CH3:8].[C:28](=[O:29])([OH:30])[O-:31].[CH3:33][C:34]#[N:35].[F:11][S:12]([C:15]([C:13]([OH:14])=[O:16])([F:19])[F:20])(=[O:17])=[O:18].[Na+:21].[Na+:22].[Na+:32].[O-:23][S:24](=[O:25])(=[O:26])[O-:27]>>[Br:1][c:2]1[c:3]([CH3:10])[cH:4][c:5]([O:9][CH:15]([F:19])[F:20])[n:6][c:7]1[CH3:8]. Product: Cc1cc(OC(F)F)nc(C)c1Br.